From a dataset of the Open Reaction Database (ORD), a public repository of structured organic reaction records. describe an organic reaction: reactants, conditions, products, and yield Isolated yield 60.1%. The product is FC1(CCN(CC1)C(=O)C=1N(C2=CC=C(C=C2C1)OC1CCN(CC1)C(C)C)S(=O)(=O)C1=CC=C(C=C1)F)F ((4,4-Difluoro-piperidin-1-yl)-[1-(4-fluoro-benzenesulfonyl)-5-(1-isopropyl-piperidin-4-yloxy)-1H-indol-2-yl]-methanone). RXN SMILES: [H-].[Na+].[F:3][C:4]1([F:31])[CH2:9][CH2:8][N:7]([C:10]([C:12]2[NH:13][C:14]3[C:19]([CH:20]=2)=[CH:18][C:17]([O:21][CH:22]2[CH2:27][CH2:26][N:25]([CH:28]([CH3:30])[CH3:29])[CH2:24][CH2:23]2)=[CH:16][CH:15]=3)=[O:11])[CH2:6][CH2:5]1.[F:32][C:33]1[CH:38]=[CH:37][C:36]([S:39](Cl)(=[O:41])=[O:40])=[CH:35][CH:34]=1>CN(C)C=O>[F:31][C:4]1([F:3])[CH2:9][CH2:8][N:7]([C:10]([C:12]2[N:13]([S:39]([C:36]3[CH:37]=[CH:38][C:33]([F:32])=[CH:34][CH:35]=3)(=[O:41])=[O:40])[C:14]3[C:19]([CH:20]=2)=[CH:18][C:17]([O:21][CH:22]2[CH2:27][CH2:26][N:25]([CH:28]([CH3:29])[CH3:30])[CH2:24][CH2:23]2)=[CH:16][CH:15]=3)=[O:11])[CH2:6][CH2:5]1 |f:0.1|. Conditions: temperature 70 celsius, time 30 minute. Reactants: FC1=CC=C(C=C1)S(=O)(=O)Cl (4-Fluorobenzenesulfonyl chloride), [H-].[Na+] (Sodium hydride), FC1(CCN(CC1)C(=O)C=1NC2=CC=C(C=C2C1)OC1CCN(CC1)C(C)C)F ((4,4-Difluoro-piperidin-1-yl)-[5-(1-isopropyl-piperidin-4-yloxy)-1H-indol-2-yl]-methanone), FC1(CCN(CC1)C(=O)C=1NC2=CC=C(C=C2C1)OC1CCN(CC1)C(C)C)F ((4,4-Difluoro-piperidin-1-yl)-[5-(1-isopropyl-piperidin-4-yloxy)-1H-indol-2-yl]-methanone). The solvent is CN(C=O)C (N,N-dimethylformamide). Reported procedure: Sodium hydride (60% dispersion in oil, 24 mg, 1.1 eq.) was added to a mixture of (4,4-difluoro-piperidin-1-yl)-[5-(1-isopropyl-piperidin-4-yloxy)-1H-indol-2-yl]-methanone (intermediate 1, 200 mg, 1.0 eq.) in N,N-dimethylformamide (2 mL) and stirred at 70° C. for 30 min. 4-Fluorobenzenesulfonyl chloride (115 mg, 1.2 eq.) was added and the reaction mixture was stirred at 70° C. overnight. The reaction mixture was partitioned between ethyl acetate and water. The aqueous layer was extracted with eth... The reactants are S(O)(O)(=O)=O (sulfuric acid), FC1=C(C=CC=C1[N+](=O)[O-])C (2-fluoro-3-nitrotoluene), C(C)(=O)O (acetic acid). Reagents/catalysts: [O-2].[O-2].[O-2].[Cr+6] (chromium trioxide). Run in O (water), O (water). Reaction conditions: temperature 95 celsius, time 2 hour. The product is FC1=C(C(=O)O)C=CC=C1[N+](=O)[O-] (2-fluoro-3-nitrobenzoic acid). RXN SMILES: S(=O)(=O)(O)O.[F:6][C:7]1[C:12]([N+:13]([O-:15])=[O:14])=[CH:11][CH:10]=[CH:9]C=1C.[C:17]([OH:20])(=[O:19])[CH3:18]>O.[O-2].[O-2].[O-2].[Cr+6]>[F:6][C:7]1[C:12]([N+:13]([O-:15])=[O:14])=[CH:11][CH:10]=[CH:9][C:18]=1[C:17]([OH:20])=[O:19] |f:4.5.6.7|. Reported procedure: Concentrated sulfuric acid (195 ml) was added carefully with stirring to a solution of 2-fluoro-3-nitrotoluene (100 g, 645 mmol) in acetic acid (1000 ml). The mixture was warmed up to 95° C. and the solution of chromium trioxide (226 g, 2.25 mol) in water (200 ml) was added dropwise with stirring over 2 h. After addition the mixture was heated with stirring for another 3 h, allowed to cool down to room temperature and poured into water (3 L). The mixture was extracted with ethyl acetate (3×1 L),... Reactants: CC(=O)Cl, CCOC(C)=O, ClCCl, Nc1nccc(Oc2ccc3c(C(=O)Nc4ccc(F)c(C(F)(F)F)c4)cccc3c2)n1, O, c1ccncc1. The product is CC(=O)Nc1nccc(Oc2ccc3c(C(=O)Nc4ccc(F)c(C(F)(F)F)c4)cccc3c2)n1. As a reaction SMILES: [CH3:1][C:2]([Cl:3])=[O:4].[CH3:46][CH2:47][O:48][C:49]([CH3:50])=[O:51].[Cl:37][CH2:38][Cl:39].[F:5][c:6]1[c:7]([C:33]([F:34])([F:35])[F:36])[cH:8][c:9]([NH:12][C:13](=[O:14])[c:15]2[cH:16][cH:17][cH:18][c:19]3[cH:20][c:21]([O:25][c:26]4[n:27][c:28]([NH2:32])[n:29][cH:30][cH:31]4)[cH:22][cH:23][c:24]23)[cH:10][cH:11]1.[OH2:52].[cH:40]1[cH:41][cH:42][n:43][cH:44][cH:45]1>>[CH3:1][C:2](=[O:4])[NH:32][c:28]1[n:27][c:26]([O:25][c:21]2[cH:20][c:19]3[cH:18][cH:17][cH:16][c:15]([C:13]([NH:12][c:9]4[cH:8][c:7]([C:33]([F:34])([F:35])[F:36])[c:6]([F:5])[cH:11][cH:10]4)=[O:14])[c:24]3[cH:23][cH:22]2)[cH:31][cH:30][n:29]1. The reactants are CC(=O)OC(C)=O, CO, COC(=O)CCC1CCNCC1. Product: COC(=O)CCC1CCN(C(C)=O)CC1. Reaction SMILES: [CH3:13][C:14](=[O:15])[O:16][C:17](=[O:18])[CH3:19].[CH3:20][OH:21].[NH:1]1[CH2:2][CH2:3][CH:4]([CH2:7][CH2:8][C:9](=[O:10])[O:11][CH3:12])[CH2:5][CH2:6]1>>[N:1]1([C:14]([CH3:13])=[O:15])[CH2:2][CH2:3][CH:4]([CH2:7][CH2:8][C:9](=[O:10])[O:11][CH3:12])[CH2:5][CH2:6]1. The reactants are C(#C)C=1C=NN2C1N=C(C=C2C(F)(F)F)C2=CC=C(C=C2)C(F)(F)F (3-ethynyl-7-trifluoromethyl-5-(4-trifluoromethyl-phenyl)-pyrazolo[1,5-a]pyrimidine), IC1=CN=C(S1)NC(C)=O (N-(5-iodo-thiazol-2-yl)-acetamide). The product is FC(C1=CC(=NC=2N1N=CC2C#CC2=CN=C(S2)NC(C)=O)C2=CC=C(C=C2)C(F)(F)F)(F)F (N-{5-[7-Trifluoromethyl-5-(4-trifluoromethyl-phenyl)-pyrazolo[1,5-a]pyrimidin-3-ylethynyl]-thiazol-2-yl}-acetamide), solid. Isolated yield 48.0%. As a reaction SMILES: [C:1]([C:3]1[CH:4]=[N:5][N:6]2[C:11]([C:12]([F:15])([F:14])[F:13])=[CH:10][C:9]([C:16]3[CH:21]=[CH:20][C:19]([C:22]([F:25])([F:24])[F:23])=[CH:18][CH:17]=3)=[N:8][C:7]=12)#[CH:2].I[C:27]1[S:31][C:30]([NH:32][C:33](=[O:35])[CH3:34])=[N:29][CH:28]=1>>[F:15][C:12]([F:14])([F:13])[C:11]1[N:6]2[N:5]=[CH:4][C:3]([C:1]#[C:2][C:27]3[S:31][C:30]([NH:32][C:33](=[O:35])[CH3:34])=[N:29][CH:28]=3)=[C:7]2[N:8]=[C:9]([C:16]2[CH:21]=[CH:20][C:19]([C:22]([F:25])([F:24])[F:23])=[CH:18][CH:17]=2)[CH:10]=1. Procedure: The title compound was prepared from 3-ethynyl-7-trifluoromethyl-5-(4-trifluoromethyl-phenyl)-pyrazolo[1,5-a]pyrimidine (example C.1) (355 mg, 1.0 mmol) and N-(5-iodo-thiazol-2-yl)-acetamide [CAS-No. 252662-43-4] (268 mg, 1.0 mmol) according to general procedure II. Obtained as an orange solid (240 mg, 48%). MS (EI) 495.1 [(M)+]; mp 302° C. RXN SMILES: [N:1]1[C:10]2[C:5](=[CH:6][CH:7]=[CH:8][C:9]=2[OH:11])[CH:4]=[CH:3][CH:2]=1.O[C@@H:13]([CH3:18])[C:14]([O:16][CH3:17])=[O:15].C1C=CC(P(C2C=CC=CC=2)C2C=CC=CC=2)=CC=1.CCOC(/N=N/C(OCC)=O)=O.Cl>C1COCC1>[N:1]1[C:10]2[C:5](=[CH:6][CH:7]=[CH:8][C:9]=2[O:11][C@H:13]([CH3:18])[C:14]([O:16][CH3:17])=[O:15])[CH:4]=[CH:3][CH:2]=1. Product: N1=CC=CC2=CC=CC(=C12)O[C@@H](C(=O)OC)C ((R)-Methyl 2-(quinolin-8-yloxy)propanoate). Run in C1CCOC1 (THF). Yield: 62.7%. Starting materials: O[C@H](C(=O)OC)C ((S)-methyl 2-hydroxypropanoate), C1=CC=C(C=C1)P(C2=CC=CC=C2)C3=CC=CC=C3 (PPh3), CCOC(=O)/N=N/C(=O)OCC (DEAD), Cl (HCl), N1=CC=CC2=CC=CC(=C12)O (quinolin-8-ol). Reaction conditions: temperature 25 celsius, time 16 hour. Procedure details: To a stirred mixture of quinolin-8-ol (300 mg, 2.07 mmol) in THF (5 mL) was added (S)-methyl 2-hydroxypropanoate (215 mg, 2.07 mmol), PPh3 (647 mg, 2.47 mmol) and DEAD (430 mg, 2.47 mmol). The mixture was stirred at 25° C. for 16 hours. Subsequently, 1M HCl was added (10 mL) and the solution was washed with EtOAc (20 mL×3). The pH of the aqueous solution was raised by addition of aqueous NaHCO3 (10 mL), and then this solution was washed with EtOAc (10 mL×3). The combined organic extracts were wa... Starting materials: [Na].OC=C1C(OCC1)=O (3-hydroxymethylenedihydrofuran-2-one sodium salt), ClC1=CC=C(CN)C=C1 (4-chlorobenzylamine). Yields the product ClC1=CC=C(CNC=C2C(OCC2)=O)C=C1 (3-(4-chlorobenzylamino)methylenedihydrofuran-2-one). Isolated yield 63.1%. Reaction SMILES: [Na].O[CH:3]=[C:4]1[CH2:8][CH2:7][O:6][C:5]1=[O:9].[Cl:10][C:11]1[CH:18]=[CH:17][C:14]([CH2:15][NH2:16])=[CH:13][CH:12]=1>>[Cl:10][C:11]1[CH:18]=[CH:17][C:14]([CH2:15][NH:16][CH:3]=[C:4]2[CH2:8][CH2:7][O:6][C:5]2=[O:9])=[CH:13][CH:12]=1 |f:0.1,^1:0|. Procedure: Using 3-hydroxymethylenedihydrofuran-2-one sodium salt (10 mmol) and 4-chlorobenzylamine (11 mmol) and proceeding according to the abovementioned method A2, 3-(4-chlorobenzylamino)methylenedihydrofuran-2-one (1.5 g, 73%) is produced in the form of a white powder. The reactants are O([Si](C1=CC=CC=C1)(C1=CC=CC=C1)C(C)(C)C)CC1=C(C=C(C=O)C=C1)Cl (4-((tert-butyldiphenylsiloxy)methyl)-3-chlorobenzaldehyde), [BH4-].[Na+] (sodium borohydride). The solvent is C(C)O (ethanol). Run at time 3 hour. The product is O([Si](C1=CC=CC=C1)(C1=CC=CC=C1)C(C)(C)C)CC1=C(C=C(CO)C=C1)Cl (4-((tert-butyldiphenylsiloxy)methyl)-3-chlorobenzyl alcohol). Isolated yield 94.6%. As a reaction SMILES: [O:1]([CH2:19][C:20]1[CH:27]=[CH:26][C:23]([CH:24]=[O:25])=[CH:22][C:21]=1[Cl:28])[Si:2]([C:15]([CH3:18])([CH3:17])[CH3:16])([C:9]1[CH:14]=[CH:13][CH:12]=[CH:11][CH:10]=1)[C:3]1[CH:8]=[CH:7][CH:6]=[CH:5][CH:4]=1.[BH4-].[Na+]>C(O)C>[O:1]([CH2:19][C:20]1[CH:27]=[CH:26][C:23]([CH2:24][OH:25])=[CH:22][C:21]=1[Cl:28])[Si:2]([C:15]([CH3:17])([CH3:18])[CH3:16])([C:9]1[CH:14]=[CH:13][CH:12]=[CH:11][CH:10]=1)[C:3]1[CH:8]=[CH:7][CH:6]=[CH:5][CH:4]=1 |f:1.2|. Reported procedure: To a suspension of 4-((tert-butyldiphenylsiloxy)methyl)-3-chlorobenzaldehyde (3.24 g) in ethanol (32 ml) was added sodium borohydride (149 mg) under ice-cooling and the mixture was stirred at room temperature for 3 hr. The reaction mixture was concentrated to about half amount. Water was added and the resulting product was extracted twice with diisopropyl ether. The organic layers were combined, washed successively with saturated aqueous sodium hydrogencarbonate solution and saturated brine, and... The reactants are Cn1c(-c2ccc3ccccc3c2)n[nH]c1=S, CI, CC(C)=O, [K+], [K+], O=C([O-])[O-]. The product is CSc1nnc(-c2ccc3ccccc3c2)n1C. RXN SMILES: [CH3:1][n:2]1[c:3](=[S:17])[nH:4][n:5][c:6]1-[c:7]1[cH:8][c:9]2[cH:10][cH:11][cH:12][cH:13][c:14]2[cH:15][cH:16]1.[CH3:24][I:25].[CH3:26][C:27](=[O:28])[CH3:29].[K+:18].[K+:19].[O-:20][C:21]([O-:22])=[O:23]>>[CH3:1][n:2]1[c:3]([S:17][CH3:21])[n:4][n:5][c:6]1-[c:7]1[cH:8][c:9]2[cH:10][cH:11][cH:12][cH:13][c:14]2[cH:15][cH:16]1. The reactants are [OH-].[Na+] (sodium hydroxide), COC(C(CC)Br)=O (α-bromobutyric acid methyl ester), [Na] (sodium), CC1(CC(C2=CC(=CC=C12)O)(C)C)C (1,1,3,3-tetramethyl-5-indanol), Cl (hydrochloric acid), C(CCCCCCCCCCC)OC1=CC=C(OC(C(=O)O)CC)C=C1 (2-(4-n-dodecyloxyphenoxy)-butyric acid), CC1(CC(C2=CC(=CC=C12)O)(C)C)C (1,1,3,3-tetramethyl-5-indanol), solution, C[O-].[Na+] (sodium methanolate). Run in C(C)(C)O (isopropanol), CO (methanol), CO (methanol), C1(=CC=CC=C1)C (toluene). Run at time 1 hour. Yields the product C(CCCCCCCCCCC)OC1=CC=C(OC(C(=O)Cl)CC)C=C1 (2-(4-n-dodecyloxy-phenoxy)-butyryl chloride). As a reaction SMILES: [CH2:1]([O:13][C:14]1[CH:26]=[CH:25][C:17]([O:18][CH:19]([CH2:23][CH3:24])[C:20](O)=[O:21])=[CH:16][CH:15]=1)[CH2:2][CH2:3][CH2:4][CH2:5][CH2:6][CH2:7][CH2:8][CH2:9][CH2:10][CH2:11][CH3:12].CC1(C)C2C(=CC(O)=CC=2)C(C)(C)C1.C[O-].[Na+].COC(=O)C(Br)CC.[Na].[OH-].[Na+].[ClH:55]>CO.C(O)(C)C.C1(C)C=CC=CC=1>[CH2:1]([O:13][C:14]1[CH:26]=[CH:25][C:17]([O:18][CH:19]([CH2:23][CH3:24])[C:20]([Cl:55])=[O:21])=[CH:16][CH:15]=1)[CH2:2][CH2:3][CH2:4][CH2:5][CH2:6][CH2:7][CH2:8][CH2:9][CH2:10][CH2:11][CH3:12] |f:2.3,6.7,^1:51|. Procedure details: In the same way as in the case of 2-(4-n-dodecyloxyphenoxy)-butyric acid all of the methanol was distilled off from a mixture of 89 g (0.468 mole) of 1,1,3,3-tetramethyl-5-indanol, 750 ml of anhydrous toluene, and 86.7 ml (0.468 mole) of a 30% solution of sodium methanolate in methanol. 93.2 g (0.515 mole) of α-bromobutyric acid methyl ester were added to the suspension of the resulting sodium salt of 1,1,3,3-tetramethyl-5-indanol. The mixture was refluxed for 7 hours. 180 ml of isopropanol and ...